Task: describe an organic reaction: reactants, conditions, products, and yield. Dataset: the Open Reaction Database (ORD), a public repository of structured organic reaction records Reactants: FC=1C=CC(=C2CC[C@H](C12)OC1=CC2=C([C@@H](CO2)CC(=O)OC)C=C1)B1OC(C(O1)(C)C)(C)C (methyl 2-((S)-6-((R)-7-fluoro-4-(4,4,5,5-tetramethyl-1,3,2-dioxaborolan-2-yl)-2,3-dihydro-1H-inden-1-yloxy)-2,3-dihydrobenzofuran-3-yl)acetate), BrC1=C(C=C(OC2CC(CC2)(O)C)C=C1C)C (3-(4-bromo-3,5-dimethylphenoxy)-1-methylcyclopentanol), BrC1=C2CC[C@H](C2=C(C=C1)F)OC1=CC2=C([C@@H](CO2)CC(=O)OC)C=C1 (Methyl 2-((S)-6-((R)-4-bromo-7-fluoro-2,3-dihydro-1H-inden-1-yloxy)-2,3-dihydrobenzofuran-3-yl)acetate). Yields the product FC=1C=CC(=C2CC[C@H](C12)OC1=CC2=C([C@@H](CO2)CC(=O)OC)C=C1)C1=C(C=C(C=C1C)OC1CC(CC1)(C)O)C (Methyl 2-((3S)-6-((1R)-7-fluoro-4-(4-(3-hydroxy-3-methylcyclopentyloxy)-2,6-dimethylphenyl)-2,3-dihydro-1H-inden-1-yloxy)-2,3-dihydrobenzofuran-3-yl)acetate). RXN SMILES: [F:1][C:2]1[CH:3]=[CH:4][C:5](B2OC(C)(C)C(C)(C)O2)=[C:6]2[C:10]=1[C@H:9]([O:11][C:12]1[CH:25]=[CH:24][C:15]3[C@H:16]([CH2:19][C:20]([O:22][CH3:23])=[O:21])[CH2:17][O:18][C:14]=3[CH:13]=1)[CH2:8][CH2:7]2.Br[C:36]1[C:49]([CH3:50])=[CH:48][C:39]([O:40][CH:41]2[CH2:45][CH2:44][C:43]([CH3:47])([OH:46])[CH2:42]2)=[CH:38][C:37]=1[CH3:51].BrC1C=CC(F)=C2C=1CC[C@H]2OC1C=CC2[C@H](CC(OC)=O)COC=2C=1>>[F:1][C:2]1[CH:3]=[CH:4][C:5]([C:36]2[C:37]([CH3:51])=[CH:38][C:39]([O:40][CH:41]3[CH2:45][CH2:44][C:43]([OH:46])([CH3:47])[CH2:42]3)=[CH:48][C:49]=2[CH3:50])=[C:6]2[C:10]=1[C@H:9]([O:11][C:12]1[CH:25]=[CH:24][C:15]3[C@H:16]([CH2:19][C:20]([O:22][CH3:23])=[O:21])[CH2:17][O:18][C:14]=3[CH:13]=1)[CH2:8][CH2:7]2. Procedure: The title compound is prepared from methyl 2-((S)-6-((R)-7-fluoro-4-(4,4,5,5-tetramethyl-1,3,2-dioxaborolan-2-yl)-2,3-dihydro-1H-inden-1-yloxy)-2,3-dihydrobenzofuran-3-yl)acetate and 3-(4-bromo-3,5-dimethylphenoxy)-1-methylcyclopentanol (enantiomer 1) following a procedure analogous to that described in Step 5 of Intermediate 1. LC (method 8): tR=0.81 min. Starting materials: O=C(Nc1ccccc1)c1cn2cc(-c3cccc(OCc4ccccc4)n3)ccc2n1, O=C(O)C(F)(F)F. Product: O=C(Nc1ccccc1)c1cn2cc(-c3cccc(O)n3)ccc2n1. RXN SMILES: [CH2:1]([c:2]1[cH:3][cH:4][cH:5][cH:6][cH:7]1)[O:8][c:9]1[cH:10][cH:11][cH:12][c:13](-[c:15]2[cH:16][cH:17][c:18]3[n:19]([cH:20]2)[cH:21][c:22]([C:24](=[O:25])[NH:26][c:27]2[cH:28][cH:29][cH:30][cH:31][cH:32]2)[n:23]3)[n:14]1.[OH:33][C:34]([C:35]([F:36])([F:37])[F:38])=[O:39]>>[OH:8][c:9]1[cH:10][cH:11][cH:12][c:13](-[c:15]2[cH:16][cH:17][c:18]3[n:19]([cH:20]2)[cH:21][c:22]([C:24](=[O:25])[NH:26][c:27]2[cH:28][cH:29][cH:30][cH:31][cH:32]2)[n:23]3)[n:14]1. Product: CC(C)Oc1cc(-n2nc3c(c2Cl)CCCC3)c(F)cc1Cl. As a reaction SMILES: [CH:28]([Cl:29])([Cl:30])[Cl:31].[Cl:1][c:2]1[cH:3][c:4]([F:22])[c:5](-[n:12]2[nH:13][c:14]3[c:19]([c:20]2=[O:21])[CH2:18][CH2:17][CH2:16][CH2:15]3)[cH:6][c:7]1[O:8][CH:9]([CH3:10])[CH3:11].[P:23]([Cl:24])([Cl:25])([Cl:26])=[O:27]>>[Cl:1][c:2]1[cH:3][c:4]([F:22])[c:5](-[n:12]2[n:13][c:14]3[c:19]([c:20]2[Cl:25])[CH2:18][CH2:17][CH2:16][CH2:15]3)[cH:6][c:7]1[O:8][CH:9]([CH3:10])[CH3:11]. Starting materials: ClC(Cl)Cl, CC(C)Oc1cc(-n2[nH]c3c(c2=O)CCCC3)c(F)cc1Cl, O=P(Cl)(Cl)Cl.